describe an organic reaction: reactants, conditions, products, and yield From a dataset of the Open Reaction Database (ORD), a public repository of structured organic reaction records. Starting materials: NC1=NC=CC(=C1)C(Cl)(Cl)Cl (2-amino-4-trichloromethylpyridine), NC1=NC=CC(=C1)C (2-amino-4-picoline), C1(C=2C(C(=O)O1)=CC=CC2)=O (phthalic anhydride). Yields the product CC1=CC(=NC=C1)N1C(C=2C(C1=O)=CC=CC2)=O (4-methyl-2-phthalimidopyridine). As a reaction SMILES: [NH2:1][C:2]1[CH:7]=[C:6]([C:8](Cl)(Cl)Cl)[CH:5]=[CH:4][N:3]=1.NC1C=C(C)C=CN=1.[C:20]1(=O)[O:25][C:23](=[O:24])[C:22]2=[CH:26][CH:27]=[CH:28][CH:29]=[C:21]12>>[CH3:8][C:6]1[CH:5]=[CH:4][N:3]=[C:2]([N:1]2[C:23](=[O:24])[C:22]3=[CH:26][CH:27]=[CH:28][CH:29]=[C:21]3[C:20]2=[O:25])[CH:7]=1. Procedure details: A process for the preparation of 2-amino-4-trichloromethylpyridine of the formula I, wherein 2-amino-4-picoline is reacted with phthalic anhydride to give 4-methyl-2-phthalimidopyridine, the latter is chlorinated and the product is hydrolyzed.